This data is from the Open Reaction Database (ORD), a public repository of structured organic reaction records. The task is: describe an organic reaction: reactants, conditions, products, and yield Reactants: crude product, C(C)(C)(C)OC(NC1=C(C=C(C(=C1)C)C(F)(F)F)N)=O ((2-amino-5-methyl-4-trifluoromethyl-phenyl)-carbamic acid tert-butyl ester), C(C)(C)(C)OC(CC(=O)C1=CC(=CC=C1)C1=NC=NC(=C1)NC)=O (3-[3-(6-methylamino-pyrimidin-4-yl)-phenyl]-3-oxo-propionic acid tert-butyl ester). The product is CC1=CC2=C(NC(CC(=N2)C2=CC(=CC=C2)C2=NC=NC(=C2)NC)=O)C=C1C(F)(F)F (7-Methyl-4-[3-(6-methylamino-pyrimidin-4-yl)-phenyl]-8-trifluoromethyl-1,3-dihydro-benzo[b][1,4]diazepin-2-one), solid. Reaction SMILES: C(OC(=O)[NH:7][C:8]1[CH:13]=[C:12]([CH3:14])[C:11]([C:15]([F:18])([F:17])[F:16])=[CH:10][C:9]=1[NH2:19])(C)(C)C.C(O[C:26](=[O:44])[CH2:27][C:28]([C:30]1[CH:35]=[CH:34][CH:33]=[C:32]([C:36]2[CH:41]=[C:40]([NH:42][CH3:43])[N:39]=[CH:38][N:37]=2)[CH:31]=1)=O)(C)(C)C>>[CH3:14][C:12]1[C:11]([C:15]([F:16])([F:17])[F:18])=[CH:10][C:9]2[NH:19][C:26](=[O:44])[CH2:27][C:28]([C:30]3[CH:35]=[CH:34][CH:33]=[C:32]([C:36]4[CH:41]=[C:40]([NH:42][CH3:43])[N:39]=[CH:38][N:37]=4)[CH:31]=3)=[N:7][C:8]=2[CH:13]=1. Reported procedure: The title compound was prepared from (2-amino-5-methyl-4-trifluoromethyl-phenyl)-carbamic acid tert-butyl ester (Example J20) (145 mg, 0.5 mmol) and 3-[3-(6-methylamino-pyrimidin-4-yl)-phenyl]-3-oxo-propionic acid tert-butyl ester (Example K54) (180 mg, 0.55 mmol) according to the general procedure M and subsequent treatment of the crude product according to the general procedure N. Obtained as a light yellow solid (166 mg).